From a dataset of the Open Reaction Database (ORD), a public repository of structured organic reaction records. describe an organic reaction: reactants, conditions, products, and yield Starting materials: C1=C(C=CC2=CC=CC=C12)S (naphthalene-2-thiol), COC(=O)C=1SC(=C(C1)Br)[N+](=O)[O-] (4-bromo-5-nitro-thiophene-2-carboxylic acid methyl ester), [H-].[Na+] (NaH). Run in CN(C)C=O (DMF), CN(C)C=O (DMF), CN(C)C=O (DMF). Yields the product COC(=O)C=1SC(=C(C1)SC1=CC2=CC=CC=C2C=C1)[N+](=O)[O-] (4-(naphthalen-2-ylsulfanyl)-5-nitro-thiophene-2-carboxylic acid methyl ester). Reaction SMILES: [H-].[Na+].[CH:3]1[C:12]2[C:7](=[CH:8][CH:9]=[CH:10][CH:11]=2)[CH:6]=[CH:5][C:4]=1[SH:13].[CH3:14][O:15][C:16]([C:18]1[S:19][C:20]([N+:24]([O-:26])=[O:25])=[C:21](Br)[CH:22]=1)=[O:17]>CN(C=O)C>[CH3:14][O:15][C:16]([C:18]1[S:19][C:20]([N+:24]([O-:26])=[O:25])=[C:21]([S:13][C:4]2[CH:5]=[CH:6][C:7]3[C:12](=[CH:11][CH:10]=[CH:9][CH:8]=3)[CH:3]=2)[CH:22]=1)=[O:17] |f:0.1|. Procedure details: To a suspension of NaH (30 mg, 1.24 mmol) in DMF was slowly added dropwise naphthalene-2-thiol (199 mg, 1.24 mmol, Aldrich Chemical Company) in DMF at rt. This clear solution was then added dropwise to a solution of 4-bromo-5-nitro-thiophene-2-carboxylic acid methyl ester ((Example 114, step c) 300 mg, 1.27 mmol) in DMF at rt. Aqueous workup resulted in isolation of 4-(naphthalen-2-ylsulfanyl)-5-nitro-thiophene-2-carboxylic acid methyl ester. The procedure as in Example 20: step b was followed u... Isolated yield 52.0%. Reaction conditions: time 16 hour. Procedure: Dissolve 3′-phenyl-3,4,5,6-tetrahydro-2H-[1,2′]bipyrazinyl (0.28 g, 1.18 mmol) in DCE (5 mL). Add 1-ethyl-5-methyl-1H-pyrazole-4-carbaldehyde (0.24 g, 1.76 mmol) and stir at room temperature for 20 min. Add sodium triacetoxyborohydride (0.5 g, 2.36 mmol) followed by acetic acid (0.07 mL, 1.24 mmol). Stir at room temperature for 16 hr. Purify via SCX chromatography, followed by silica gel chromatography, eluting with 3:97 to 7:93 7 N ammonia in methanol:ethyl acetate, to give the free base of the... Reactants: C(C)(=O)O (acetic acid), C1(=CC=CC=C1)C=1C(=NC=CN1)N1CCNCC1 (3′-phenyl-3,4,5,6-tetrahydro-2H-[1,2′]bipyrazinyl), ClCCCl (DCE), C(C)(=O)O[BH-](OC(C)=O)OC(C)=O.[Na+] (sodium triacetoxyborohydride), C(C)N1N=CC(=C1C)C=O (1-ethyl-5-methyl-1H-pyrazole-4-carbaldehyde). As a reaction SMILES: [C:1]1([C:7]2[C:8]([N:13]3[CH2:18][CH2:17][NH:16][CH2:15][CH2:14]3)=[N:9][CH:10]=[CH:11][N:12]=2)[CH:6]=[CH:5][CH:4]=[CH:3][CH:2]=1.[CH2:19]([N:21]1[C:25]([CH3:26])=[C:24]([CH:27]=O)[CH:23]=[N:22]1)[CH3:20].C(O[BH-](OC(=O)C)OC(=O)C)(=O)C.[Na+].C(O)(=O)C.[Cl:47]CCCl>>[ClH:47].[CH2:19]([N:21]1[C:25]([CH3:26])=[C:24]([CH2:27][N:16]2[CH2:17][CH2:18][N:13]([C:8]3[C:7]([C:1]4[CH:2]=[CH:3][CH:4]=[CH:5][CH:6]=4)=[N:12][CH:11]=[CH:10][N:9]=3)[CH2:14][CH2:15]2)[CH:23]=[N:22]1)[CH3:20] |f:2.3,6.7|. Product: Cl.C(C)N1N=CC(=C1C)CN1CCN(CC1)C1=NC=CN=C1C1=CC=CC=C1 (4-(1-Ethyl-5-methyl-1H-pyrazol-4-ylmethyl)-3′-phenyl-3,4,5,6-tetrahydro-2H-[1,2′]bipyrazine hydrochloride).